Dataset: the Open Reaction Database (ORD), a public repository of structured organic reaction records. Task: describe an organic reaction: reactants, conditions, products, and yield Reactants: O=C([O-])[O-], CC1CNCC1c1nc2c(cnn2C2CCOCC2)c(=O)[nH]1, CN(C)C=O, ClCc1ncccn1, Cl, Cl, [Cs+], [Cs+], [Fe+2], O=S(=O)([O-])C(F)(F)F, O=S(=O)([O-])C(F)(F)F. Product: CC1CN(Cc2ncccn2)CC1c1nc2c(cnn2C2CCOCC2)c(=O)[nH]1. As a reaction SMILES: [C:33](=[O:34])([O-:35])[O-:36].[CH3:2][CH:3]1[CH:4]([c:8]2[nH:9][c:10](=[O:23])[c:11]3[c:12]([n:13]2)[n:14]([CH:17]2[CH2:18][CH2:19][O:20][CH2:21][CH2:22]2)[n:15][cH:16]3)[CH2:5][NH:6][CH2:7]1.[CH3:39][N:40]([CH3:41])[CH:42]=[O:43].[Cl:25][CH2:26][c:27]1[n:28][cH:29][cH:30][cH:31][n:32]1.[ClH:1].[ClH:24].[Cs+:37].[Cs+:38].[Fe+2:52].[S:44]([O-:45])([C:46]([F:47])([F:48])[F:49])(=[O:50])=[O:51].[S:53]([O-:54])([C:55]([F:56])([F:57])[F:58])(=[O:59])=[O:60]>>[CH3:2][CH:3]1[CH:4]([c:8]2[nH:9][c:10](=[O:23])[c:11]3[c:12]([n:13]2)[n:14]([CH:17]2[CH2:18][CH2:19][O:20][CH2:21][CH2:22]2)[n:15][cH:16]3)[CH2:5][N:6]([CH2:26][c:27]2[n:28][cH:29][cH:30][cH:31][n:32]2)[CH2:7]1. Reactants: O=C(O)c1cc(Br)c(F)c(Cl)c1F, O=C(Cl)C(=O)Cl, ClCCl, CN(C)C=O. The product is O=C(Cl)c1cc(Br)c(F)c(Cl)c1F. As a reaction SMILES: [Br:1][c:2]1[c:3]([F:13])[c:4]([Cl:12])[c:5]([F:11])[c:6]([C:7](=[O:8])[OH:9])[cH:10]1.[Cl:14][C:15]([C:16]([Cl:17])=[O:18])=[O:19].[Cl:25][CH2:26][Cl:27].[O:20]=[CH:21][N:22]([CH3:23])[CH3:24]>>[Br:1][c:2]1[c:3]([F:13])[c:4]([Cl:12])[c:5]([F:11])[c:6]([C:7](=[O:8])[Cl:14])[cH:10]1. Reactants: C(C)(C)(C)OC(=O)N1CCN(CC1)CC1=NOC(=C1)C (4-(5-methyl-isoxazol-3-ylmethyl)-piperazine-1-carboxylic acid tert-butyl ester), C(C)(C)N(CC)C(C)C (diisopropylethylamine), NC1=NC=C(C(=C1[N+](=O)[O-])Cl)Br (2-amino-5-bromo-4-chloro-3-nitropyridine). The solvent is C(C)(C)O (isopropanol), ClCCl (dichloromethane), C(=O)(C(F)(F)F)O (TFA), C(C)(C)O (isopropanol). Run at temperature 45 celsius, time 20 hour. Yields the product BrC=1C(=C(C(=NC1)N)[N+](=O)[O-])N1CCN(CC1)CC1=NOC(=C1)C (5-Bromo-4-[4-(5-methyl-isoxazol-3-ylmethyl)-piperazin-1-yl]-3-nitro-pyridin-2-ylamine). RXN SMILES: C(O[C:6]([N:8]1[CH2:13][CH2:12][N:11]([CH2:14][C:15]2[CH:19]=[C:18]([CH3:20])[O:17][N:16]=2)[CH2:10][CH2:9]1)=O)(C)(C)C.[NH2:21][C:22]1[C:27]([N+:28]([O-:30])=[O:29])=C(Cl)[C:25]([Br:32])=[CH:24][N:23]=1.C(N(C(C)C)CC)(C)C>ClCCl.C(O)(C(F)(F)F)=O.C(O)(C)C>[Br:32][C:25]1[C:6]([N:8]2[CH2:9][CH2:10][N:11]([CH2:14][C:15]3[CH:19]=[C:18]([CH3:20])[O:17][N:16]=3)[CH2:12][CH2:13]2)=[C:27]([N+:28]([O-:30])=[O:29])[C:22]([NH2:21])=[N:23][CH:24]=1. Procedure: A solution of 4-(5-methyl-isoxazol-3-ylmethyl)-piperazine-1-carboxylic acid tert-butyl ester (0.200 g, 0.71 mmol) in dichloromethane (6 ml) and TFA (8 ml) was stirred at room temperature for 2 h then concentrated in vacuo, and the resulting residue was dried in vacuo. This material (supposedly 0.70 mmol) was dissolved in isopropanol (13 ml) and to this solution 2-amino-5-bromo-4-chloro-3-nitropyridine (0.157 g, 0.63 mmol) was added followed by diisopropylethylamine (0.65 ml, 3.70 mmol). The reac... Starting materials: C(C)OC(=O)C1=CN(C2=CC(=C(C=C2C1=O)CC1=C(C(=CC=C1)Cl)F)OC)[C@@H](C(C)C)C(O[SiH2]C(C)(C)C)(C)C (1-[(S)-1-(tert-butyldimethyl-silanyloxymethyl)-2-methylpropyl]-6-(3-chloro-2-fluorobenzyl)-7-methoxy-4-oxo-1,4-dihydroquinoline-3-carboxylic acid ethyl ester), C(C)(C)O (isopropyl alcohol), [OH-].[Na+] (sodium hydroxide). Solvent: CCCCCCC (n-Heptane). Conditions: temperature 70 celsius, time 3 hour. Yields the product ClC=1C(=C(CC=2C=C3C(C(=CN(C3=CC2OC)[C@@H](C(C)C)CO)C(=O)O)=O)C=CC1)F (6-(3-chloro-2-fluorobenzyl)-1-[(S)-1-hydroxymethyl-2-methylpropyl]-7-methoxy-4-oxo-1,4-dihydroquinoline-3-carboxylic acid). Isolated yield 99.6%. As a reaction SMILES: C([O:3][C:4]([C:6]1[C:15](=[O:16])[C:14]2[C:9](=[CH:10][C:11]([O:26][CH3:27])=[C:12]([CH2:17][C:18]3[CH:23]=[CH:22][CH:21]=[C:20]([Cl:24])[C:19]=3[F:25])[CH:13]=2)[N:8]([C@H:28]([C:32](C)(C)[O:33][SiH2]C(C)(C)C)[CH:29]([CH3:31])[CH3:30])[CH:7]=1)=[O:5])C.C(O)(C)C.[OH-].[Na+]>CCCCCCC>[Cl:24][C:20]1[C:19]([F:25])=[C:18]([CH:23]=[CH:22][CH:21]=1)[CH2:17][C:12]1[CH:13]=[C:14]2[C:9](=[CH:10][C:11]=1[O:26][CH3:27])[N:8]([C@H:28]([CH2:32][OH:33])[CH:29]([CH3:31])[CH3:30])[CH:7]=[C:6]([C:4]([OH:5])=[O:3])[C:15]2=[O:16] |f:2.3|. Reported procedure: 1-[(S)-1-(tert-butyldimethyl-silanyloxymethyl)-2-methylpropyl]-6-(3-chloro-2-fluorobenzyl)-7-methoxy-4-oxo-1,4-dihydroquinoline-3-carboxylic acid ethyl ester (900 mg) was added to isopropyl alcohol (3.6 mL), and 1N sodium hydroxide (3.6 mL) was added. After stirring at 70° C. for 3 hr, the completion of the reaction was confirmed by HPLC. The reaction mixture was cooled, and allowed to cool to room temperature. n-Heptane (5 mL) was added and, after stirring, the mixture was partitioned. The aque...